describe an organic reaction: reactants, conditions, products, and yield From a dataset of the Open Reaction Database (ORD), a public repository of structured organic reaction records. Starting materials: C(C)(C)(C)OC(NCC=1N(C(C2=CC=C(C=C2C1OCCCC(F)(F)F)OCC1=CC=CC=C1)=O)CC(C)C)=O (tert-butyl[6-benzyloxy-2-isobutyl-1-oxo-4-(4,4,4-trifluorobutoxy)-1,2-dihydro-3-isoquinolinyl]methylcarbamate). The reagents and catalysts are [C].[Pd] (palladium carbon). Solvent: O1CCCC1 (tetrahydrofuran), C(C)O (ethanol). Reaction conditions: time 2 hour. Yields the product C(C)(C)(C)OC(NCC=1N(C(C2=CC=C(C=C2C1OCCCC(F)(F)F)O)=O)CC(C)C)=O (tert-butyl[6-hydroxy-2-isobutyl-1-oxo-4-(4,4,4-trifluorobutoxy)-1,2-dihydro-3-isoquinolinyl]methylcarbamate). Isolated yield 95.4%. As a reaction SMILES: [C:1]([O:5][C:6](=[O:40])[NH:7][CH2:8][C:9]1[N:10]([CH2:36][CH:37]([CH3:39])[CH3:38])[C:11](=[O:35])[C:12]2[C:17]([C:18]=1[O:19][CH2:20][CH2:21][CH2:22][C:23]([F:26])([F:25])[F:24])=[CH:16][C:15]([O:27]CC1C=CC=CC=1)=[CH:14][CH:13]=2)([CH3:4])([CH3:3])[CH3:2]>O1CCCC1.C(O)C.[C].[Pd]>[C:1]([O:5][C:6](=[O:40])[NH:7][CH2:8][C:9]1[N:10]([CH2:36][CH:37]([CH3:38])[CH3:39])[C:11](=[O:35])[C:12]2[C:17]([C:18]=1[O:19][CH2:20][CH2:21][CH2:22][C:23]([F:26])([F:24])[F:25])=[CH:16][C:15]([OH:27])=[CH:14][CH:13]=2)([CH3:4])([CH3:3])[CH3:2] |f:3.4|. Procedure details: A suspension of tert-butyl[6-benzyloxy-2-isobutyl-1-oxo-4-(4,4,4-trifluorobutoxy)-1,2-dihydro-3-isoquinolinyl]methylcarbamate (3.09 g, 5.5 mmol) and 5% palladium carbon (1.0 g) in tetrahydrofuran (20 mL) and ethanol (20 mL) was stirred under a hydrogen atmosphere at room temperature for 2 h. The catalyst was filtered off and the filtrate was concentrated under reduced pressure. The residue was purified by silica gel column chromatography to give tert-butyl[6-hydroxy-2-isobutyl-1-oxo-4-(4,4,4-tri... The reactants are C(O)([O-])=O.[Na+] (sodium hydrogencarbonate), [N+](=O)([O-])C1=CC=C(COC(=O)CNC(=O)C=2N=C(SC2)N2CC(C2)SC=2[C@@H]([C@H]3N(C2C(=O)OCC2=CC=C(C=C2)[N+](=O)[O-])C([C@@H]3[C@@H](C)O[Si](C)(C)C(C)(C)C)=O)C)C=C1 (p-nitrobenzyl (1R,5S,6S)-2-{1-[4-(p-nitrobenzyloxycarbonylmethyl-carbamoyl)-1,3-thiazol-2-yl]azetidin-3-yl}thio-6-[(R)-1-t-butyldimethylsilyloxyethyl]-1-methylcarbapen-2-em-3-carboxylate), C(C)(=O)O (acetic acid), [F-].C(CCC)[N+](CCCC)(CCCC)CCCC (tetrabutylammonium fluoride). The solvent is C(C)(=O)OCC (ethyl acetate), O1CCCC1 (tetrahydrofuran), O1CCCC1 (tetrahydrofuran). Run at time 4 day. Product: [N+](=O)([O-])C1=CC=C(COC(=O)CNC(=O)C=2N=C(SC2)N2CC(C2)SC=2[C@@H]([C@H]3N(C2C(=O)OCC2=CC=C(C=C2)[N+](=O)[O-])C([C@@H]3[C@@H](C)O)=O)C)C=C1 (p-nitrobenzyl (1R,5S,6S)-2-{1-[4-(p-nitrobenzyloxycarbonylmethyl-carbamoyl)-1,3-thiazol-2-yl]azetidin-3-yl}thio-6-[(R)-1-hydroxyethyl]-1-methylcarbapen-2-em-3-carboxylate). Yield: 52.3%. Reaction SMILES: [N+:1]([C:4]1[CH:59]=[CH:58][C:7]([CH2:8][O:9][C:10]([CH2:12][NH:13][C:14]([C:16]2[N:17]=[C:18]([N:21]3[CH2:24][CH:23]([S:25][C:26]4[C@H:27]([CH3:57])[C@@H:28]5[C@@H:45]([C@H:46]([O:48][Si](C(C)(C)C)(C)C)[CH3:47])[C:44](=[O:56])[N:29]5[C:30]=4[C:31]([O:33][CH2:34][C:35]4[CH:40]=[CH:39][C:38]([N+:41]([O-:43])=[O:42])=[CH:37][CH:36]=4)=[O:32])[CH2:22]3)[S:19][CH:20]=2)=[O:15])=[O:11])=[CH:6][CH:5]=1)([O-:3])=[O:2].C(O)(=O)C.[F-].C([N+](CCCC)(CCCC)CCCC)CCC.C(=O)([O-])O.[Na+]>O1CCCC1.C(OCC)(=O)C>[N+:1]([C:4]1[CH:59]=[CH:58][C:7]([CH2:8][O:9][C:10]([CH2:12][NH:13][C:14]([C:16]2[N:17]=[C:18]([N:21]3[CH2:24][CH:23]([S:25][C:26]4[C@H:27]([CH3:57])[C@@H:28]5[C@@H:45]([C@H:46]([OH:48])[CH3:47])[C:44](=[O:56])[N:29]5[C:30]=4[C:31]([O:33][CH2:34][C:35]4[CH:40]=[CH:39][C:38]([N+:41]([O-:43])=[O:42])=[CH:37][CH:36]=4)=[O:32])[CH2:22]3)[S:19][CH:20]=2)=[O:15])=[O:11])=[CH:6][CH:5]=1)([O-:3])=[O:2] |f:2.3,4.5|. Procedure details: To a solution of p-nitrobenzyl (1R,5S,6S)-2-{1-[4-(p-nitrobenzyloxycarbonylmethyl-carbamoyl)-1,3-thiazol-2-yl]azetidin-3-yl}thio-6-[(R)-1-t-butyldimethylsilyloxyethyl]-1-methylcarbapen-2-em-3-carboxylate (209.7 mg, 0.24 mmol) (obtained as described in Reference Example 41(10)) in tetrahydrofuran (10 ml) was added acetic acid (0.042 ml, 0.7 mmol) and 1 M tetrabutylammonium fluoride in tetrahydrofuran solution (0.72 ml, 0.72 mmol) in an ice bath and the mixture was stirred at room temperature for ... Reactants: N1=CC=C(C=C1)C=O (Pyridine-4-carbaldehyde), N[C@@H](CS)C(=O)O (L-cysteine), C (charcoal). Run in C(C)O (ethanol). Yields the product N1=CC=C(C=C1)C1SCC(N1)C(=O)O (2-(4-pyridyl)-thiazolidine-4-carboxylic acid). Yield: 57.1%. RXN SMILES: [N:1]1[CH:6]=[CH:5][C:4]([CH:7]=O)=[CH:3][CH:2]=1.[NH2:9][C@H:10]([C:13]([OH:15])=[O:14])[CH2:11][SH:12].C>C(O)C>[N:1]1[CH:2]=[CH:3][C:4]([CH:7]2[NH:9][CH:10]([C:13]([OH:15])=[O:14])[CH2:11][S:12]2)=[CH:5][CH:6]=1. Procedure details: Pyridine-4-carbaldehyde (1.07 g) and 1.21 g of L-cysteine were heated in 60% ethanol at a refluxing temperature for 4 hours. Activated charcoal (100 mg) was added to the reaction mixture while it was warm. The mixture was filtered. After cooling, the resultant crystalline precipitate was collected by filtration and washed with ethanol to give 1.2 g of 2-(4-pyridyl)-thiazolidine-4-carboxylic acid. Melting point 171°-173° C. The reactants are CCOC(=N)C(O)c1c(OCC)ccc2ccccc12, Cc1ccccc1, O=C(Cl)Cl, Cl, C1CCOC1. The product is CCOc1ccc2ccccc2c1C1OC(=O)NC1=O. As a reaction SMILES: [CH2:6]([CH3:7])[O:8][c:9]1[c:10]([CH:19]([C:20]([O:21][CH2:22][CH3:23])=[NH:24])[OH:25])[c:11]2[cH:12][cH:13][cH:14][cH:15][c:16]2[cH:17][cH:18]1.[CH3:31][c:32]1[cH:33][cH:34][cH:35][cH:36][cH:37]1.[Cl:1][C:2]([Cl:3])=[O:4].[ClH:5].[O:26]1[CH2:27][CH2:28][CH2:29][CH2:30]1>>[C:2]1(=[O:4])[NH:21][C:20](=[O:24])[CH:19]([c:10]2[c:9]([O:8][CH2:6][CH3:7])[cH:18][cH:17][c:16]3[c:11]2[cH:12][cH:13][cH:14][cH:15]3)[O:25]1. Procedure details: To a solution of 20.0 g (0.105 mole) of ethyl β-amino-cinnamate in 40 ml. of chlorobenzene under ice cooling was added a solution of 11.6 g (0.112 mole) of chorocarbonylsulfenyl chloride in 10 ml. of chlorobenzene. The reaction mixture was heated at 110° C. for 2 hours, cooled to triturated with petroleum ether. The precipitate was heated with hot benzene, cooled and filtered to give 14.4 g (55%) of ethyl 2,3-dihydro-2-oxo-4-phenyl-5-thiazolecarboxylate as yellow needles. A mixture of 3.0 g (0.0... The reactants are O=C1SC(=C(N1)C1=CC=CC=C1)C(=O)OCC (ethyl 2,3-dihydro-2-oxo-4-phenyl-5-thiazolecarboxylate), P(=O)(Cl)(Cl)Cl (phosphorus oxychloride), ice water. Reaction SMILES: O=[C:2]1[NH:6][C:5]([C:7]2[CH:12]=[CH:11][CH:10]=[CH:9][CH:8]=2)=[C:4]([C:13]([O:15][CH2:16][CH3:17])=[O:14])[S:3]1.P(Cl)(Cl)([Cl:20])=O>>[Cl:20][C:2]1[S:3][C:4]([C:13]([O:15][CH2:16][CH3:17])=[O:14])=[C:5]([C:7]2[CH:12]=[CH:11][CH:10]=[CH:9][CH:8]=2)[N:6]=1. The product is ClC=1SC(=C(N1)C1=CC=CC=C1)C(=O)OCC (ethyl 2-chloro-4-phenyl-5-thiazolecarboxylate). Isolated yield 68.0%. The reactants are O=C(O)CCc1ccc(N2CCN(c3ccc(Br)cc3)C2=O)cc1, CN(C)C=O, N, C1CCOC1. Product: NC(=O)CCc1ccc(N2CCN(c3ccc(Br)cc3)C2=O)cc1. As a reaction SMILES: [Br:1][c:2]1[cH:3][cH:4][c:5]([N:8]2[C:9](=[O:24])[N:10]([c:13]3[cH:14][cH:15][c:16]([CH2:19][CH2:20][C:21](=[O:22])[OH:23])[cH:17][cH:18]3)[CH2:11][CH2:12]2)[cH:6][cH:7]1.[CH3:31][N:32]([CH3:33])[CH:34]=[O:35].[NH3:25].[O:26]1[CH2:27][CH2:28][CH2:29][CH2:30]1>>[Br:1][c:2]1[cH:3][cH:4][c:5]([N:8]2[C:9](=[O:24])[N:10]([c:13]3[cH:14][cH:15][c:16]([CH2:19][CH2:20][C:21](=[O:23])[NH2:25])[cH:17][cH:18]3)[CH2:11][CH2:12]2)[cH:6][cH:7]1. Starting materials: NC1=C(C=CC=C1)S (2-aminothiophenol), C(#N)CC(=O)OCC (ethyl cyanoacetate). Solvent: ethyl acetate hexanes. Run at temperature 120 celsius. The product is S1C(=NC2=C1C=CC=C2)CC(=O)OCC (Ethyl 2-(benzothiazol-2-yl)acetate). The yield is 72.0%. Reaction SMILES: [NH2:1][C:2]1[CH:7]=[CH:6][CH:5]=[CH:4][C:3]=1[SH:8].[C:9]([CH2:11][C:12]([O:14][CH2:15][CH3:16])=[O:13])#N>>[S:8]1[C:3]2[CH:4]=[CH:5][CH:6]=[CH:7][C:2]=2[N:1]=[C:9]1[CH2:11][C:12]([O:14][CH2:15][CH3:16])=[O:13]. Procedure details: Ethyl 2-(benzothiazol-2-yl)acetate was prepared by the method of Abbotto, Bradamante et. al. ( J. Org. Chem. 2002, 16, 5753). A neat mixture of 2-aminothiophenol (6.94 g, 50 mmol) and ethyl cyanoacetate (5.65 g, 50 mmol) was heated at 120° C. for 3 hours at which time TLC analysis indicated that the reaction was complete as judged by the disappearance of starting material. The dark orange mixture was diluted with ethyl acetate/hexanes and purified by flash chromatography using 10-20% ethyl aceta...